Dataset: the Open Reaction Database (ORD), a public repository of structured organic reaction records. Task: describe an organic reaction: reactants, conditions, products, and yield The reactants are BrC=1C=CC2=C(C(OC(N2)=O)=O)C1OC (6-bromo-5-methoxy-2H-3,1-benzoxazine-2,4(1H)-dione), [Al+3].[Cl-].[Cl-].[Cl-] (AlCl3). Solvent: [Cl-].[Na+].O (brine), ClCCl (dichloromethane). Reaction conditions: time 8 hour. The product is BrC=1C=CC2=C(C(OC(N2)=O)=O)C1O (6-bromo-5-hydroxy-2H-3,1-benzoxazine-2,4(1H)-dione). The yield is 94.9%. RXN SMILES: [Br:1][C:2]1[CH:3]=[CH:4][C:5]2[NH:10][C:9](=[O:11])[O:8][C:7](=[O:12])[C:6]=2[C:13]=1[O:14]C.[Al+3].[Cl-].[Cl-].[Cl-]>ClCCl.[Cl-].[Na+].O>[Br:1][C:2]1[CH:3]=[CH:4][C:5]2[NH:10][C:9](=[O:11])[O:8][C:7](=[O:12])[C:6]=2[C:13]=1[OH:14] |f:1.2.3.4,6.7.8|. Reported procedure: A mixture of Example 385B (20 g) in dichloromethane (600 mL) at 0° C. was treated with AlCl3 (39 g, 293 mmol) in several portions and stirred vigorously overnight at room temperature. The mixture was treated with brine (300 mL), stirred for 10 minutes, and extracted with ethyl acetate. The extract was dried (MgSO4), filtered, and concentrated to provide the desired product (18 g) which was used directly in the next step. Reactants: C(C)(C)C1=NOC(=N1)N1CCC(CC1)[C@@H]1[C@@H](C1)CCOC1=C(C=C(C=N1)CC(=O)OC(C)(C)C)C (tert-Butyl [6-(2-{(1S,2R)-2-[1-(3-isopropyl-1,2,4-oxadiazol-5-yl)piperidin-4-yl]cyclopropyl}ethoxy)-5-methylpyridin-3-yl]acetate), Cl (HCl). Run in O (water). The product is C(C)(C)C1=NOC(=N1)N1CCC(CC1)[C@@H]1[C@@H](C1)CCOC1=C(C=C(C=N1)CC(=O)O)C ([6-(2-{(1S,2R)-2-[1-(3-isopropyl-1,2,4-oxadiazol-5-yl)piperidin-4-yl]cyclopropyl}ethoxy)-5-methylpyridin-3-yl]acetic acid). RXN SMILES: [CH:1]([C:4]1[N:8]=[C:7]([N:9]2[CH2:14][CH2:13][CH:12]([C@H:15]3[CH2:17][C@H:16]3[CH2:18][CH2:19][O:20][C:21]3[N:26]=[CH:25][C:24]([CH2:27][C:28]([O:30]C(C)(C)C)=[O:29])=[CH:23][C:22]=3[CH3:35])[CH2:11][CH2:10]2)[O:6][N:5]=1)([CH3:3])[CH3:2].Cl>O>[CH:1]([C:4]1[N:8]=[C:7]([N:9]2[CH2:14][CH2:13][CH:12]([C@H:15]3[CH2:17][C@H:16]3[CH2:18][CH2:19][O:20][C:21]3[N:26]=[CH:25][C:24]([CH2:27][C:28]([OH:30])=[O:29])=[CH:23][C:22]=3[CH3:35])[CH2:11][CH2:10]2)[O:6][N:5]=1)([CH3:2])[CH3:3]. Procedure: tert-Butyl [6-(2-{(1S,2R)-2-[1-(3-isopropyl-1,2,4-oxadiazol-5-yl)piperidin-4-yl]cyclopropyl}ethoxy)-5-methylpyridin-3-yl]acetate (380 mg, 0.89 mmol) was treated with 3 mL of HCl (4M in dioxane) and 2 mL of water for 2 hrs at 40° C., then overnight at room temperature. The removal of the volatiles in vacuo gave the crude product which was then used for next step. LCMS (ESI) m/z 429 [M+H]+.